Dataset: the Open Reaction Database (ORD), a public repository of structured organic reaction records. Task: describe an organic reaction: reactants, conditions, products, and yield Reactants: ClC1=CC=C(C=C1)COC1=C(C=O)C=C(C=C1)OCC1=CC=C(C=C1)Cl (2,5-bis-(4-chlorophenyl-methoxy)benzaldehyde), S1C(=S)N(C(=O)C1)CC(=O)O (rhodanine-3-acetic acid), C(C)(=O)O.N1CCCCC1 (piperidine acetate), C1(=CC=CC=C1)C (toluene). The solvent is O (water). Run at time 4 hour. The product is ClC1=CC=C(C=C1)COC1=C(C=C(C=C1)OCC1=CC=C(C=C1)Cl)C=C1C(N(C(S1)=S)CC(=O)O)=O (5-[(2,5-Bis-(4-chlorophenylmethoxy)phenyl)methylene]-4-oxo-2-thioxo-3-thiazolidineacetic Acid). RXN SMILES: [Cl:1][C:2]1[CH:7]=[CH:6][C:5]([CH2:8][O:9][C:10]2[CH:17]=[CH:16][C:15]([O:18][CH2:19][C:20]3[CH:25]=[CH:24][C:23]([Cl:26])=[CH:22][CH:21]=3)=[CH:14][C:11]=2[CH:12]=O)=[CH:4][CH:3]=1.[S:27]1[CH2:33][C:31](=[O:32])[N:30]([CH2:34][C:35]([OH:37])=[O:36])[C:28]1=[S:29].C(O)(=O)C.N1CCCCC1.C1(C)C=CC=CC=1>O>[Cl:1][C:2]1[CH:7]=[CH:6][C:5]([CH2:8][O:9][C:10]2[CH:17]=[CH:16][C:15]([O:18][CH2:19][C:20]3[CH:25]=[CH:24][C:23]([Cl:26])=[CH:22][CH:21]=3)=[CH:14][C:11]=2[CH:12]=[C:33]2[S:27][C:28](=[S:29])[N:30]([CH2:34][C:35]([OH:37])=[O:36])[C:31]2=[O:32])=[CH:4][CH:3]=1 |f:2.3|. Reported procedure: 125 mg (0.323 mmol) of 2,5-bis-(4-chlorophenyl-methoxy)benzaldehyde, 68.3 mg (0.355 mmol) of rhodanine-3-acetic acid, 18 mg (0.125 mmol) of piperidine acetate and 10 ml of toluene were heated on a water separator under a nitrogen atmosphere for 4 hours. Subsequently, the reaction mixture was evaporated, the residue was taken up in ethyl acetate, washed several times with water, dried and again evaporated. The residue was triturated with diethyl ether and filtered off under suction: 125 mg (69%) ... Reactants: acetylhydrazide, ( 63 ), BrC=1C=CC2=C(C(=NCC=3N2C(=NN3)C)C3=CC=CC=C3)C1 (8-Bromo-1-methyl-6-phenyl-4H-s-triazolo[4,3-a][1,4]benzodiazepine), BrC=1C=CC=2C(=C(N=CC(N2)=O)C2=CC=CC=C2)C1 (7-bromo-5-phenyl-1,4-benzodiazepine-2-one), C1CCOC1 (THF), ( 19 ), ( 24 ), N1(CCOCC1)P(=O)(N1CCOCC1)Cl (di-4-morpholinylphosphinic chloride), ( 100 ), ( 34 ), ( 31 ), ( 34 ), ( 34 ), ( 36 ), [H-].[Na+] (sodium hydride), [K+].[Br-] (KBr). Solvent: C(CCC)O (butanol). Reaction conditions: time 20 minute. The product is C(#C)C=1C=CC2=C(C(=NCC=3N2C=NC3C(=O)OCC)C3=CC=CC=C3)C1 (Ethyl 8-acetylenyl-6-phenyl-4H-benzo[f]imidazo[1,5-a][1,4]diazepine-3-carboxylate). As a reaction SMILES: Br[C:2]1[CH:3]=[CH:4][C:5]2[N:11]3[C:12](C)=[N:13]N=[C:10]3[CH2:9][N:8]=[C:7]([C:16]3[CH:21]=[CH:20][CH:19]=[CH:18][CH:17]=3)[C:6]=2[CH:22]=1.BrC1C=CC2C(C=1)=C(C1C=CC=CC=1)N=[CH:31][C:32](=[O:34])N=2.[H-].[Na+].N1(P(Cl)(N2CCOCC2)=O)CC[O:47][CH2:46][CH2:45]1.[K+].[Br-].[CH2:61]1COC[CH2:62]1>C(O)CCC>[C:61]([C:2]1[CH:3]=[CH:4][C:5]2[N:11]3[CH:12]=[N:13][C:45]([C:46]([O:34][CH2:32][CH3:31])=[O:47])=[C:10]3[CH2:9][N:8]=[C:7]([C:16]3[CH:21]=[CH:20][CH:19]=[CH:18][CH:17]=3)[C:6]=2[CH:22]=1)#[CH:62] |f:2.3,5.6|. Procedure details: 8-Bromo-1-methyl-6-phenyl-4H-s-triazolo[4,3-a][1,4]benzodiazepine 8.3 A solution of 1 (1 g, 3.07 mmol of 7-bromo-5-phenyl-1,4-benzodiazepine-2-one) in dry THF (20 mL) was cooled in an ice-water bath and a 60% dispersion of sodium hydride (152.2 mg) was added in one portion. After 20 minutes, di-4-morpholinylphosphinic chloride (943.9 mg, 4.76 mmol) was added at 0° C. and this was stirred for 30 minutes and allowed to warm to room temperature (Ning, R Y., et al., (1976) J Org Chem 41: 2724-2727).... The reactants are FC1=CC=C2C(=CN(C2=C1)CC1=CC=CC=C1)C(C(=O)O)CC(=O)C1=CN(C2=CC(=CC=C12)F)CC1=CC=CC=C1 (2,4-bis(6-fluoro-1-benzyl-3-indolyl)-4-oxobutanoic acid), C(C)N1C(=C(C2=CC=CC=C12)C(C(=O)O)CC(=O)C1=C(N(C2=CC=CC=C12)CC)C)C (2,4-bis-(1-ethyl-2-methyl-3-indolyl)-4-oxobutanoic acid), C1(\C=C/C(=O)O1)=O (maleic anhydride), 6-fluoro-1-fluoro-1-benzylindole. Product: FC1=CC=C2C(=CN(C2=C1)CC1=CC=CC=C1)C1C(OC(=C1)C1=CN(C2=CC(=CC=C12)F)CC1=CC=CC=C1)=O (3,5-bis(6-fluoro-1-benzyl-3-indolyl)-2(3H)-furanone). Reaction SMILES: [F:1][C:2]1[CH:10]=[C:9]2[C:5]([C:6]([CH:18]([CH2:22][C:23]([C:25]3[C:33]4[C:28](=[CH:29][C:30]([F:34])=[CH:31][CH:32]=4)[N:27]([CH2:35][C:36]4[CH:41]=[CH:40][CH:39]=[CH:38][CH:37]=4)[CH:26]=3)=O)[C:19]([OH:21])=[O:20])=[CH:7][N:8]2[CH2:11][C:12]2[CH:17]=[CH:16][CH:15]=[CH:14][CH:13]=2)=[CH:4][CH:3]=1.C1(=O)OC(=O)C=C1.C(N1C2C(=CC=CC=2)C(C(CC(C2C3C(=CC=CC=3)N(CC)C=2C)=O)C(O)=O)=C1C)C>>[F:1][C:2]1[CH:10]=[C:9]2[C:5]([C:6]([CH:18]3[CH:22]=[C:23]([C:25]4[C:33]5[C:28](=[CH:29][C:30]([F:34])=[CH:31][CH:32]=5)[N:27]([CH2:35][C:36]5[CH:41]=[CH:40][CH:39]=[CH:38][CH:37]=5)[CH:26]=4)[O:20][C:19]3=[O:21])=[CH:7][N:8]2[CH2:11][C:12]2[CH:17]=[CH:16][CH:15]=[CH:14][CH:13]=2)=[CH:4][CH:3]=1. Procedure: Following a procedure similar to that described above in part A of this example except that 2,4-bis(6-fluoro-1-benzyl-3-indolyl)-4-oxobutanoic acid prepared by interaction of maleic anhydride and 6-fluoro-1-fluoro-1-benzylindole by a procedure similar to that described in Example 3, part A is used in place of 2,4-bis-(1-ethyl-2-methyl-3-indolyl)-4-oxobutanoic acid, there is obtained 3,5-bis(6-fluoro-1-benzyl-3-indolyl)-2(3H)-furanone (Formula II: R=C6H5CH2 ; R1 =H; Y=6-F). Reactants: CC(=O)OCCBr, CN(C)c1cccc(O)c1, [K+], [K+], O=C([O-])[O-], CN(C)C=O, O. The product is CC(=O)OCCOc1cccc(N(C)C)c1. As a reaction SMILES: [C:1]([CH3:2])(=[O:3])[O:4][CH2:5][CH2:6][Br:7].[CH3:8][N:9]([c:10]1[cH:11][c:12]([OH:16])[cH:13][cH:14][cH:15]1)[CH3:17].[K+:18].[K+:19].[O-:20][C:21]([O-:22])=[O:23].[O:24]=[CH:25][N:26]([CH3:27])[CH3:28].[OH2:29]>>[C:1]([CH3:2])(=[O:3])[O:4][CH2:5][CH2:6][O:16][c:12]1[cH:11][c:10]([N:9]([CH3:8])[CH3:17])[cH:15][cH:14][cH:13]1. Reactants: CCOC(=O)C(=O)Cl, C=C(C)C(N)=O, c1ccccc1. Yields the product C=C(C)C(=O)NC(=O)C(=O)OCC. As a reaction SMILES: [C:7](=[O:8])([C:9](=[O:10])[O:11][CH2:12][CH3:13])[Cl:14].[CH3:1][C:2](=[CH2:3])[C:4]([NH2:5])=[O:6].[cH:15]1[cH:16][cH:17][cH:18][cH:19][cH:20]1>>[CH3:1][C:2](=[CH2:3])[C:4]([NH:5][C:7](=[O:8])[C:9](=[O:10])[O:11][CH2:12][CH3:13])=[O:6].